This data is from the Open Reaction Database (ORD), a public repository of structured organic reaction records. The task is: describe an organic reaction: reactants, conditions, products, and yield Reactants: COC=1C=C(CC2NCCC3=CC(=C(C=C23)OC(C)C)OC)C=CC1OC (1-(3,4-Dimethoxy-benzyl)-6-methoxy-7-isopropoxy-1,2,3,4-tetrahydroisoquinoline), BrCC(=O)Br (2-bromoacetyl bromide), N[C@@H]1[C@@H](CC2=CC=CC=C12)O ((1S,2R)-1-amino-2-indanol). Product: COC=1C=C(CC2N(CCC3=CC(=C(C=C23)OC(C)C)OC)CC(=O)N[C@@H]2[C@@H](CC3=CC=CC=C23)O)C=CC1OC (2-[1-(3,4-Dimethoxy-benzyl)-6-methoxy-7-isopropoxy-3,4-dihydro-1H-isoquinolin-2-yl]-N-[(1S,2R)-2-hydroxy-indan-1-yl]-acetamide). Reaction SMILES: [CH3:1][O:2][C:3]1[CH:4]=[C:5]([CH:23]=[CH:24][C:25]=1[O:26][CH3:27])[CH2:6][CH:7]1[C:16]2[C:11](=[CH:12][C:13]([O:21][CH3:22])=[C:14]([O:17][CH:18]([CH3:20])[CH3:19])[CH:15]=2)[CH2:10][CH2:9][NH:8]1.Br[CH2:29][C:30](Br)=[O:31].[NH2:33][C@H:34]1[C:42]2[C:37](=[CH:38][CH:39]=[CH:40][CH:41]=2)[CH2:36][C@H:35]1[OH:43]>>[CH3:1][O:2][C:3]1[CH:4]=[C:5]([CH:23]=[CH:24][C:25]=1[O:26][CH3:27])[CH2:6][CH:7]1[C:16]2[C:11](=[CH:12][C:13]([O:21][CH3:22])=[C:14]([O:17][CH:18]([CH3:20])[CH3:19])[CH:15]=2)[CH2:10][CH2:9][N:8]1[CH2:29][C:30]([NH:33][C@H:34]1[C:42]2[C:37](=[CH:38][CH:39]=[CH:40][CH:41]=2)[CH2:36][C@H:35]1[OH:43])=[O:31]. Procedure details: prepared by reaction of 1-(3,4-Dimethoxy-benzyl)-6-methoxy-7-isopropoxy-1,2,3,4-tetrahydroisoquinoline and 2-bromoacetyl bromide with (1S,2R)-1-amino-2-indanol Starting materials: [H-].[Al+3].[Li+].[H-].[H-].[H-] (lithium aluminum hydride), [OH-].[Na+] (sodium hydroxide), [Cl-].[Al+3].[Cl-].[Cl-] (aluminum chloride), C1(=CC=CC=C1)C1OC2=C3C(NC1=O)=C1CCCCC1=NC3=CC=C2 (1,3,9,10,11,12-hexahydro-3-phenyl-2H-quino[4,3,2-ef][1,4]benzoxazepine-2-one). The solvent is O1CCCC1 (tetrahydrofuran), O1CCCC1 (tetrahydrofuran). Run at time 15 minute. Yields the product C1(=CC=CC=C1)C1OC2=C3C(NC1)=C1CCCCC1=NC3=CC=C2 (2,3,9,10,11,12-Hexahydro-3phenyl-1H-quino[4,3,2-ef][1,4]benzoxazepine). Yield: 67.7%. RXN SMILES: [H-].[Al+3].[Li+].[H-].[H-].[H-].[Cl-].[Al+3].[Cl-].[Cl-].[C:11]1([CH:17]2[C:23](=O)[NH:22][C:21]3=[C:25]4[C:30](=[N:31][C:32]5=[CH:33][CH:34]=[CH:35][C:19](=[C:20]35)[O:18]2)[CH2:29][CH2:28][CH2:27][CH2:26]4)[CH:16]=[CH:15][CH:14]=[CH:13][CH:12]=1.[OH-].[Na+]>O1CCCC1>[C:11]1([CH:17]2[CH2:23][NH:22][C:21]3=[C:25]4[C:30](=[N:31][C:32]5=[CH:33][CH:34]=[CH:35][C:19](=[C:20]35)[O:18]2)[CH2:29][CH2:28][CH2:27][CH2:26]4)[CH:12]=[CH:13][CH:14]=[CH:15][CH:16]=1 |f:0.1.2.3.4.5,6.7.8.9,11.12|. Reported procedure: A solution of lithium aluminum hydride in tetrahydrofuran (1M, 12.0 ml) was added to dry tetrahydrofuran (30 ml) followed by aluminum chloride (1.60 g). The mixture was stirred for 15 mins and 1,3,9,10,11,12-hexahydro-3-phenyl-2H-quino[4,3,2-ef][1,4]benzoxazepine-2-one (3.30 g) was added, with stirring. After 30 mins, 10% sodium hydroxide solution was added, and the mixture was extracted with ethyl acetate. The organic phase was dried over anhydrous magnesium sulfate, filtered, and evaporated. T... The reactants are OC1=C(C=CC=C1)C1(CCC2(OCCO2)CC1)O (8-(2-Hydroxy-phenyl)-1,4-dioxa-spiro[4.5]decan-8-ol), Cl (hydrogen chloride), C([O-])(O)=O.[Na+] (sodium bicarbonate). The solvent is O1CCOCC1 (1,4-dioxane). Reaction conditions: time 30 minute. Yields the product C(C1=CC=CC=C1)OC1=C(C=CC=C1)C1(CCC(CC1)=O)O (4-(2-Benzyloxy-phenyl)-4-hydroxy-cyclohexanone). Isolated yield 162.9%. RXN SMILES: [OH:1][C:2]1[CH:7]=[CH:6][CH:5]=[CH:4][C:3]=1[C:8]1([OH:18])[CH2:17][CH2:16][C:11]2([O:15]CCO2)[CH2:10][CH2:9]1.Cl.C(=O)(O)[O-].[Na+]>O1CCOCC1>[CH2:8]([O:1][C:2]1[CH:7]=[CH:6][CH:5]=[CH:4][C:3]=1[C:8]1([OH:18])[CH2:9][CH2:10][C:11](=[O:15])[CH2:16][CH2:17]1)[C:3]1[CH:4]=[CH:5][CH:6]=[CH:7][CH:2]=1 |f:2.3|. Reported procedure: To a solution of of 8-(2-Hydroxy-phenyl)-1,4-dioxa-spiro[4.5]decan-8-ol (2.76 g, 8.12 mmol) in 70 mL 1,4-dioxane was added aqueous hydrogen chloride (40.6 mL 1M, 40.6 mmol). The solution was stirred for 30 min., poured onto saturated sodium bicarbonate, and extracted with ethylacetate. The combined organic layers were washed with saturated sodium chloride, dried with magnesium sulfate, and concentrated in vacuo to give the product (1.96 g, 82%). The reactants are C(C)(C)(C)OC(=O)N1[C@H](CCC1)COC1=CC=C(C=C1)CC1=CC=C(C=C1)C=1OC=CN1 ((R)-2-[4-(4-Oxazol-2-yl-benzyl)-phenoxymethyl]-pyrrolidine-1-carboxylic acid tert-butyl ester), Cl (HCl), O1CCOCC1 (dioxane). Product: N1[C@H](CCC1)COC1=CC=C(CC2=CC=C(C=C2)C=2OC=CN2)C=C1 (2-{4-[4-((R)-1-Pyrrolidin-2-ylmethoxy)-benzyl]-phenyl}-oxazole). Yield: 89.7%. As a reaction SMILES: C(OC([N:8]1[CH2:12][CH2:11][CH2:10][C@@H:9]1[CH2:13][O:14][C:15]1[CH:20]=[CH:19][C:18]([CH2:21][C:22]2[CH:27]=[CH:26][C:25]([C:28]3[O:29][CH:30]=[CH:31][N:32]=3)=[CH:24][CH:23]=2)=[CH:17][CH:16]=1)=O)(C)(C)C.Cl.O1CCOCC1>>[NH:8]1[CH2:12][CH2:11][CH2:10][C@@H:9]1[CH2:13][O:14][C:15]1[CH:20]=[CH:19][C:18]([CH2:21][C:22]2[CH:27]=[CH:26][C:25]([C:28]3[O:29][CH:30]=[CH:31][N:32]=3)=[CH:24][CH:23]=2)=[CH:17][CH:16]=1. Procedure details: The title compound (15 mg, 80%) was prepared from the product of step 1 (20 mg, 0.05 mmol) and 4M HCl in dioxane (0.12 ml, 0.5 mmol) using the procedure of Example 146, step 4; 1HNMR (400 MHz, CD3OD) δ 8.0 (s, 1H), 7.93 (d, J=38.4 Hz, 2H), 7.34 (d, s, J=8.4 Hz, 3H), 7.19 (d, J=8.8 Hz, 2H), 6.95 (d, J=8.8 Hz, 2H), 4.32 (dd, J=10.4, 3.6 Hz, 1H), 4.10 (m, 1H), 4.32 (m, 2H), 4.10 (m, 1H), 3.94 (s, 2H), 3.36 (m, 2H), 2.25 (m, 1H), 2.10 (m, 2H), 1.90 (m, 1H); LC/MS (APCI+) 90%, 335 (M+1, 100). The reactants are C(C)(C)C1CC(CC(C1)=O)=O (5-isopropylcyclohexane-1,3-dione), BrBr (bromine). The solvent is CC(=O)O (AcOH). Product: BrC1C(CC(CC1=O)C(C)C)=O (2-Bromo-5-isopropylcyclohexane-1,3-dione). Isolated yield 96.8%. RXN SMILES: [CH:1]([CH:4]1[CH2:9][C:8](=[O:10])[CH2:7][C:6](=[O:11])[CH2:5]1)([CH3:3])[CH3:2].[Br:12]Br>CC(O)=O>[Br:12][CH:7]1[C:6](=[O:11])[CH2:5][CH:4]([CH:1]([CH3:3])[CH3:2])[CH2:9][C:8]1=[O:10]. Procedure details: To a stirred solution of 5-isopropylcyclohexane-1,3-dione (2 g, 12.9 mmol) in AcOH (20 mL) at r.t. was added bromine (2.06 g, 0.66 mL, 12.9 mmol) dropwise. The reaction was then carried out according to Method A to give the title compound (2.91 g, 96%) as a white solid. δH (DMSO-d6) 2.55-2.48 (4H, m), 2.38-2.32 (1H, m), 1.91-1.82 (1H, m), 1.79-1.54 (1H, m), 0.87 (6H, d, J 6.7 Hz). LCMS (ES+) 234.9 (M+H)+. Reactants: O (water), CC(COC)OC(=O)C (PGMEA), CC([O-])C.CC([O-])C.CC([O-])C.CC([O-])C.[Zr+4] (zirconium tetraisopropoxide), C(C)(=O)CC(C)=O (acetylacetone). The solvent is C(C)(C)O (isopropyl alcohol), C(C)(C)O (isopropyl alcohol). Reaction conditions: time 2 hour. The product is CC(COC)OC(=O)C (PGMEA), [Zr] (zirconium). As a reaction SMILES: O.CC(C)[O-].CC(C)[O-].CC(C)[O-].CC(C)[O-].[Zr+4:18].C(CC(=O)C)(=O)C.[CH3:26][CH:27]([O:31][C:32]([CH3:34])=[O:33])[CH2:28][O:29][CH3:30]>C(O)(C)C>[CH3:26][CH:27]([O:31][C:32]([CH3:34])=[O:33])[CH2:28][O:29][CH3:30].[Zr:18] |f:1.2.3.4.5|. Procedure details: A mixture of purified water (2.7 g) and isopropyl alcohol (50 g) was dropped to a mixture of zirconium tetraisopropoxide (32.7 g), isopropyl alcohol (50 g) and acetylacetone (50 g). After completion of dropping, the mixture was agitated for 2 hours, subjected to hydrolytic condensation and heated to reflux for 2 hours. PGMEA (200 g) was added thereto and was concentrated under reduced pressure to obtain a PGMEA solution of a zirconium-containing condensate (B-II) (250 g). The solid content conce... The reactants are [I-].[Na+] (Sodium iodide), C(C)(C)(C)OC(=O)N1CC(CCC1)CCBr (2-[1-(t-butoxycarbonyl)piperidin-3-yl]ethyl bromide), FC1=C(CO)C=C(C=C1)Br (2-fluoro-5-bromobenzyl alcohol), [H-].[Na+] (sodium hydride). Run in CN(C=O)C (N,N-dimethylformamide), CN(C=O)C (N,N-dimethylformamide). Yields the product C(C)(C)(C)OC(=O)N1CC(CCC1)CCOCC1=C(C=CC(=C1)Br)F (1-(t-butoxycarbonyl)-3-[2-(2-fluoro-5-bromobenzyloxy)ethyl]piperidine). RXN SMILES: [C:1]([O:5][C:6]([N:8]1[CH2:13][CH2:12][CH2:11][CH:10]([CH2:14][CH2:15]Br)[CH2:9]1)=[O:7])([CH3:4])([CH3:3])[CH3:2].[I-].[Na+].[F:19][C:20]1[CH:27]=[CH:26][C:25]([Br:28])=[CH:24][C:21]=1[CH2:22][OH:23].[H-].[Na+]>CN(C)C=O>[C:1]([O:5][C:6]([N:8]1[CH2:13][CH2:12][CH2:11][CH:10]([CH2:14][CH2:15][O:23][CH2:22][C:21]2[CH:24]=[C:25]([Br:28])[CH:26]=[CH:27][C:20]=2[F:19])[CH2:9]1)=[O:7])([CH3:2])([CH3:3])[CH3:4] |f:1.2,4.5|. Procedure: In a 25 ml round bottom flask, 2-[1-(t-butoxycarbonyl)piperidin-3-yl]ethyl bromide (1.011 g, 3.46 mmol) was dissolved in N,N-dimethylformamide (9 ml). Sodium iodide (1.037 g, 6.92 mmol) was added and the resulting mixture was stirred at ambient temperature for ten minutes. The 2-fluoro-5-bromobenzyl alcohol (0.852 g, 4.15 mmol) and sodium hydride (60%, 208 mg, 5.19 mmol) were then added and the resulting mixture began to froth and exotherm. After thirty minutes, the solution cooled and solidifie...